describe an organic reaction: reactants, conditions, products, and yield From a dataset of the Open Reaction Database (ORD), a public repository of structured organic reaction records. Reaction SMILES: [CH2:1]([CH2:2][CH3:3])[O:4][CH:5]1[CH2:6][CH2:7][NH:8][CH2:9][CH2:10]1.[Cl:11][CH2:12][CH:13]([CH2:14][n:15]1[c:16](=[O:24])[s:17][c:18]2[c:19]1[cH:20][cH:21][cH:22][cH:23]2)[CH3:25].[I-:26].[K+:28].[K+:29].[Na+:27].[O-:30][C:31]([O-:32])=[O:33]>>[CH2:1]([CH2:2][CH3:3])[O:4][CH:5]1[CH2:6][CH2:7][N:8]([CH2:12][CH:13]([CH2:14][n:15]2[c:16](=[O:24])[s:17][c:18]3[c:19]2[cH:20][cH:21][cH:22][cH:23]3)[CH3:25])[CH2:9][CH2:10]1. The reactants are CCCOC1CCNCC1, CC(CCl)Cn1c(=O)sc2ccccc21, [I-], [K+], [K+], [Na+], O=C([O-])[O-]. Yields the product CCCOC1CCN(CC(C)Cn2c(=O)sc3ccccc32)CC1. Reactants: C(C)(C)(C)OC(=O)N1[C@@H](CC(C1)=CC#N)C(=O)O ((2S,4EZ)-1-(tert-butoxycarbonyl)-4-(cyanomethylene)-2-pyrrolidinecarboxylic acid), O=C1OC(=CC=C1C(=O)Cl)CCCCC (2-oxo-6-pentyl-2H-pyran-3-carbonyl chloride), O1C(=CC=C1)CN (2-furylmethylamine). Product: C(#N)C=C1C[C@H](N(C1)C(=O)C=1C(OC(=CC1)CCCCC)=O)C(=O)NCC=1OC=CC1 ((2S,4EZ)-4-(cyanomethylene)-N-(2-furylmethyl)-1-[(2-oxo-6-pentyl-2H-pyran-3-yl)carbonyl]-2-pyrrolidinecarboxamide). Reaction SMILES: C(O[C:6]([N:8]1[CH2:12][C:11](=[CH:13][C:14]#[N:15])[CH2:10][C@H:9]1[C:16]([OH:18])=O)=[O:7])(C)(C)C.[O:19]=[C:20]1[C:25](C(Cl)=O)=[CH:24][CH:23]=[C:22]([CH2:29][CH2:30][CH2:31][CH2:32][CH3:33])[O:21]1.[O:34]1[CH:38]=[CH:37][CH:36]=[C:35]1[CH2:39][NH2:40]>>[C:14]([CH:13]=[C:11]1[CH2:12][N:8]([C:6]([C:25]2[C:20](=[O:19])[O:21][C:22]([CH2:29][CH2:30][CH2:31][CH2:32][CH3:33])=[CH:23][CH:24]=2)=[O:7])[C@H:9]([C:16]([NH:40][CH2:39][C:35]2[O:34][CH:38]=[CH:37][CH:36]=2)=[O:18])[CH2:10]1)#[N:15]. Reported procedure: Following the general method as outlined in Example 22, starting from (2S,4EZ)-1-(tert-butoxycarbonyl)-4-(cyanomethylene)-2-pyrrolidinecarboxylic acid, 2-oxo-6-pentyl-2H-pyran-3-carbonyl chloride, and 2-furylmethylamine the title compound was obtained in 34% purity by LC/MS. MS(ESI+): m/z=424.4. Reactants: BrCCO (2-Bromo-ethanol), CCOC(=O)/N=N/C(=O)OCC (DEAD), C1=CC=C(C=C1)P(C2=CC=CC=C2)C3=CC=CC=C3 (PPh3), N([C@@H](CC1=CC=C(C=C1)O)C(=O)OC)C(=O)OC(C)(C)C (Boc-Tyr-OMe). Solvent: C1CCOC1 (THF). Conditions: temperature 0 celsius, time 8 hour. Product: BrCCOC1=CC=C(C=C1)C[C@@H](C(=O)OC)NC(=O)OC(C)(C)C ((S)-Methyl 3-(4-(2-bromoethoxy)phenyl)-2-((tert-butoxycarbonyl)amino)propanoate). Isolated yield 49.8%. Reaction SMILES: [Br:1][CH2:2][CH2:3][OH:4].C1C=CC(P(C2C=CC=CC=2)C2C=CC=CC=2)=CC=1.[NH:24]([C:38]([O:40][C:41]([CH3:44])([CH3:43])[CH3:42])=[O:39])[C@H:25]([C:34]([O:36][CH3:37])=[O:35])[CH2:26][C:27]1[CH:32]=[CH:31][C:30](O)=[CH:29][CH:28]=1.CCOC(/N=N/C(OCC)=O)=O>C1COCC1>[Br:1][CH2:2][CH2:3][O:4][C:30]1[CH:29]=[CH:28][C:27]([CH2:26][C@H:25]([NH:24][C:38]([O:40][C:41]([CH3:44])([CH3:43])[CH3:42])=[O:39])[C:34]([O:36][CH3:37])=[O:35])=[CH:32][CH:31]=1. Procedure details: 2-Bromo-ethanol (0.61 mL, 8.03 mmol), followed by PPh3 (3.16 g, 12.05 mmol) was added to a solution of Boc-Tyr-OMe (2.85 g, 9.64 mmol) in anhydrous THF (50 mL). The mixture was cooled to 0° C. and DEAD (5.5 mL of 40% wt solution in toluene, 12.05 mmol) was added. The mixture was allowed to warm at room temperature and was stirred overnight. After the reaction was finished, the solvent was evaporated and the residue dissolved in EtOAc (100 mL) was washed with NaOH (0.1 M, 2×50 mL), followed by br... Solvent: CC(C)O (2-propanol). Yields the product C(#N)C=1C(C(=C(NC1C)C)C(=O)OC(C)C)C=1C=C(C(=C2C(C=C(OC12)C)=O)F)F (Isopropyl 5-cyano-4-(5,6-difluoro-2-methyl-4-oxo-4H-chromen-8-yl)-2,6-dimethyl-1,4-dihydropyridine-3-carboxylate). As a reaction SMILES: [F:1][C:2]1[C:11]([F:12])=[CH:10][C:9]([CH:13]=O)=[C:8]2[C:3]=1[C:4](=[O:16])[CH:5]=[C:6]([CH3:15])[O:7]2.[C:17]([CH:19]=[C:20]([O-])[CH3:21])#[N:18].[Na+].[NH2:24]/[C:25](/[CH3:33])=[CH:26]\[C:27]([O:29][CH:30]([CH3:32])[CH3:31])=[O:28].C(O)(=O)C>CC(O)C>[C:17]([C:19]1[CH:13]([C:9]2[CH:10]=[C:11]([F:12])[C:2]([F:1])=[C:3]3[C:8]=2[O:7][C:6]([CH3:15])=[CH:5][C:4]3=[O:16])[C:26]([C:27]([O:29][CH:30]([CH3:32])[CH3:31])=[O:28])=[C:25]([CH3:33])[NH:24][C:20]=1[CH3:21])#[N:18] |f:1.2|. Reported procedure: A solution of 100 mg (0.45 mmol) of 5,6-difluoro-2-methyl-4-oxo-4H-chromene-8-carbaldehyde in 5 ml of 2-propanol is mixed with 46.9 mg (0.45 mmol) of sodium 1-cyanoprop-1-en-2-olate, 63.88 mg (0.45 mmol) of isopropyl 3-aminocrotonate and 0.04 ml (0.67 mmol) of acetic acid and stirred under reflux for 3 h. After cooling, the mixture is concentrated. The residue is taken up in dichloromethane and washed with water. The organic phase is dried over sodium sulfate and concentrated. The resulting resi... Starting materials: FC1=C2C(C=C(OC2=C(C=C1F)C=O)C)=O (5,6-difluoro-2-methyl-4-oxo-4H-chromene-8-carbaldehyde), C(#N)C=C(C)[O-].[Na+] (sodium 1-cyanoprop-1-en-2-olate), N\C(=C/C(=O)OC(C)C)\C (isopropyl 3-aminocrotonate), C(C)(=O)O (acetic acid). The reactants are CC1(OC1)C=1C=NC=CC1 (3-(2-methyloxiran-2-yl)pyridine), ClC=1C=2C3=C(NC2C=CC1C)CCN(C3)C (9-chloro-2,8-dimethyl-2,3,4,5-tetrahydro-1H-pyrido[4,3-b]indole), ClC=1C(=CC=2C3=C(NC2C1)CCN(C3)C)C (7-chloro-2,8-dimethyl-2,3,4,5-tetrahydro-1H-pyrido[4,3-b]indole), [H-].[Na+] (Sodium hydride). Solvent: CN(C)C=O (DMF). Reaction conditions: time 15 minute. The product is ClC=1C(=CC=2C3=C(N(C2C1)CC(C)(O)C=1C=NC=CC1)CCN(C3)C)C (1-(7-chloro-2,8-dimethyl-3,4-dihydro-1H-pyrido[4,3-b]indol-5(2H)-yl)-2-(pyridin-3-yl)propan-2-ol). Yield: 11.1%. Reaction SMILES: ClC1C2C3CN(C)CCC=3NC=2C=CC=1C.[Cl:17][C:18]1[C:19]([CH3:32])=[CH:20][C:21]2[C:22]3[CH2:30][N:29]([CH3:31])[CH2:28][CH2:27][C:23]=3[NH:24][C:25]=2[CH:26]=1.[H-].[Na+].[CH3:35][C:36]1([C:39]2[CH:40]=[N:41][CH:42]=[CH:43][CH:44]=2)[CH2:38][O:37]1>CN(C=O)C>[Cl:17][C:18]1[C:19]([CH3:32])=[CH:20][C:21]2[C:22]3[CH2:30][N:29]([CH3:31])[CH2:28][CH2:27][C:23]=3[N:24]([CH2:35][C:36]([C:39]3[CH:40]=[N:41][CH:42]=[CH:43][CH:44]=3)([OH:37])[CH3:38])[C:25]=2[CH:26]=1 |f:2.3|. Reported procedure: A mixture of 9-chloro-2,8-dimethyl-2,3,4,5-tetrahydro-1H-pyrido[4,3-b]indole and 7-chloro-2,8-dimethyl-2,3,4,5-tetrahydro-1H-pyrido[4,3-b]indole (2.00 g, 8.5 mmol) was dissolved in DMF (15 mL). Sodium hydride (1.708 g, 42.71 mmol) was added at 0-10° C. and stirred at the same temperature for 15 min., 3-(2-methyloxiran-2-yl)pyridine (2.309 g, 17.08 mmol) was added dropwise into the reaction mixture and the mixture was stirred at RT for 16 h. The reaction was monitored by TLC and LCMS. After consu... Starting materials: COC(\C=C\C1=CC=C(C=C1)C1=CC(=C(C=C1)OCC#N)C12CC3CC(CC(C1)C3)C2)=O ((E)-3-(3′-Adamantan-1-yl-4′-cyanomethoxybiphenyl-4-yl)-acrylic acid methyl ester), O[Li].O (LiOH.H2O). The solvent is C1CCOC1.O (THF H2O). Run at time 8 hour. The product is C12(CC3CC(CC(C1)C3)C2)C=2C=C(C=CC2OCC#N)C2=CC=C(C=C2)/C=C/C(=O)O ((E)-3-(3′-Adamantan-1-yl-4′-cyanomethoxybiphenyl-4-yl)-acrylic acid). Reaction SMILES: C[O:2][C:3](=[O:32])/[CH:4]=[CH:5]/[C:6]1[CH:11]=[CH:10][C:9]([C:12]2[CH:17]=[CH:16][C:15]([O:18][CH2:19][C:20]#[N:21])=[C:14]([C:22]34[CH2:31][CH:26]5[CH2:27][CH:28]([CH2:30][CH:24]([CH2:25]5)[CH2:23]3)[CH2:29]4)[CH:13]=2)=[CH:8][CH:7]=1.O[Li].O>C1COCC1.O>[C:22]12([C:14]3[CH:13]=[C:12]([C:9]4[CH:8]=[CH:7][C:6](/[CH:5]=[CH:4]/[C:3]([OH:32])=[O:2])=[CH:11][CH:10]=4)[CH:17]=[CH:16][C:15]=3[O:18][CH2:19][C:20]#[N:21])[CH2:23][CH:24]3[CH2:25][CH:26]([CH2:27][CH:28]([CH2:30]3)[CH2:29]1)[CH2:31]2 |f:1.2,3.4|. Reported procedure: (E)-3-(3′-Adamantan-1-yl-4′-cyanomethoxybiphenyl-4-yl)-acrylic acid methyl ester (240 mg, 0.56 mmol) was added to a solution of LiOH.H2O (117 mg, 2.8 mmol) in 24 ml of THF:H2O 1:1. The solution thus obtained was kept under stirring at RT overnight. THF was removed under reduced pressure and the resulting aqueous layer acidified with 1N HCl to allow the formation of the title compound as a white precipitate that was filtered (216 mg, 93%).